Dataset: the Open Reaction Database (ORD), a public repository of structured organic reaction records. Task: describe an organic reaction: reactants, conditions, products, and yield Reactants: C(C)(C)C=1C=C(C=CC1)O (3-isopropyl-phenol), C(=O)([O-])[O-].[K+].[K+] (K2CO3), IC (iodomethane). Run in CC(=O)C (acetone). Conditions: temperature 50 celsius, time 18 hour. Yields the product C(C)(C)C1=CC(=CC=C1)OC (1-Isopropyl-3-methoxy-benzene). As a reaction SMILES: [CH:1]([C:4]1[CH:5]=[C:6]([OH:10])[CH:7]=[CH:8][CH:9]=1)([CH3:3])[CH3:2].[C:11]([O-])([O-])=O.[K+].[K+].IC>CC(C)=O>[CH:1]([C:4]1[CH:9]=[CH:8][CH:7]=[C:6]([O:10][CH3:11])[CH:5]=1)([CH3:3])[CH3:2] |f:1.2.3|. Procedure details: To a solution of 3-isopropyl-phenol (5.00 g, 36.2 mmols) in 50 mL of acetone was added K2CO3 (7.50 g, 54.3 mmols) and iodomethane (10.3 g, 72.5 mmols). The resulting solution was heated to 50° C. and stirred for 18 hours, cooled to room temperature, and concentrated under reduced pressure. The residual oil was dissolved in Et2O and washed with H2O, saturated aqueous NaHCO3, and saturated aqueous NaCl before being dried (MgSO4) and concentrated under reduced pressure. The crude methyl ether was u... Starting materials: Br, COc1ccc(-n2cc(C(=O)O)c(=O)cc2-c2ccc(N(C)C)cc2)c(F)c1, [Na+], [OH-], O. The product is CN(C)c1ccc(-c2cc(=O)c(C(=O)O)cn2-c2ccc(O)cc2F)cc1. RXN SMILES: [BrH:1].[F:2][c:3]1[c:4](-[n:11]2[cH:12][c:13]([C:14](=[O:15])[OH:16])[c:17](=[O:29])[cH:18][c:19]2-[c:20]2[cH:21][cH:22][c:23]([N:26]([CH3:27])[CH3:28])[cH:24][cH:25]2)[cH:5][cH:6][c:7]([O:9][CH3:10])[cH:8]1.[Na+:31].[OH-:30].[OH2:32]>>[F:2][c:3]1[c:4](-[n:11]2[cH:12][c:13]([C:14](=[O:15])[OH:16])[c:17](=[O:29])[cH:18][c:19]2-[c:20]2[cH:21][cH:22][c:23]([N:26]([CH3:27])[CH3:28])[cH:24][cH:25]2)[cH:5][cH:6][c:7]([OH:9])[cH:8]1. Reactants: CC(=O)c1ccnn1COCC[Si](C)(C)C, CCC1C(=O)N(C)c2cnc(Cl)nc2N1C(C)C. The product is CCC1C(=O)N(C)c2cnc(CC(=O)c3ccnn3COCC[Si](C)(C)C)nc2N1C(C)C. RXN SMILES: [CH3:19][Si:20]([CH2:21][CH2:22][O:23][CH2:24][n:25]1[n:26][cH:27][cH:28][c:29]1[C:30]([CH3:31])=[O:32])([CH3:33])[CH3:34].[Cl:1][c:2]1[n:3][c:4]2[c:9]([cH:10][n:11]1)[N:8]([CH3:12])[C:7](=[O:13])[CH:6]([CH2:14][CH3:15])[N:5]2[CH:16]([CH3:17])[CH3:18]>>[c:2]1([CH2:31][C:30]([c:29]2[n:25]([CH2:24][O:23][CH2:22][CH2:21][Si:20]([CH3:19])([CH3:33])[CH3:34])[n:26][cH:27][cH:28]2)=[O:32])[n:3][c:4]2[c:9]([cH:10][n:11]1)[N:8]([CH3:12])[C:7](=[O:13])[CH:6]([CH2:14][CH3:15])[N:5]2[CH:16]([CH3:17])[CH3:18]. Reactants: ClC1=C(C=C(C=C1)S(=O)(=O)N1C2=C(CCCC1)C=CC=C2)NC(CC(C)=O)=O (N-[2-chloro-5-(2,3,4,5-tetrahydro-benzo[b]azepine-1-sulfonyl)-phenyl]-3-oxo-butyramide), C(C)(=O)[O-].[NH4+] (ammonium acetate). Solvent: C(C)O (ethanol). Run at temperature 65 celsius, time 16 hour. The product is ClC1=C(C=C(C=C1)S(=O)(=O)N1C2=C(CCCC1)C=CC=C2)NC(CC(C)=N)=O (N-[2-chloro-5-(2,3,4,5-tetrahydro-benzo[b]azepine-1-sulfonyl)-phenyl]-3-imino-butyramide). The yield is 57.2%. As a reaction SMILES: [Cl:1][C:2]1[CH:7]=[CH:6][C:5]([S:8]([N:11]2[CH2:17][CH2:16][CH2:15][CH2:14][C:13]3[CH:18]=[CH:19][CH:20]=[CH:21][C:12]2=3)(=[O:10])=[O:9])=[CH:4][C:3]=1[NH:22][C:23](=[O:28])[CH2:24][C:25](=O)[CH3:26].C([O-])(=O)C.[NH4+:33]>C(O)C>[Cl:1][C:2]1[CH:7]=[CH:6][C:5]([S:8]([N:11]2[CH2:17][CH2:16][CH2:15][CH2:14][C:13]3[CH:18]=[CH:19][CH:20]=[CH:21][C:12]2=3)(=[O:10])=[O:9])=[CH:4][C:3]=1[NH:22][C:23](=[O:28])[CH2:24][C:25](=[NH:33])[CH3:26] |f:1.2|. Reported procedure: To N-[2-chloro-5-(2,3,4,5-tetrahydro-benzo[b]azepine-1-sulfonyl)-phenyl]-3-oxo-butyramide (0.42 g, 1 mmol) in dry ethanol (4 mL) was added ammonium acetate (0.37 g, 3 mmol). The mixture was heated at 65° C. under stirring for 16 hrs. The filtration of the reaction mixture afforded N-[2-chloro-5-(2,3,4,5-tetrahydro-benzo[b]azepine-1-sulfonyl)-phenyl]-3-imino-butyramide as white solid (0.24 g). The reactants are C(C)OC(CCCC1=CC=C(C=C1)N1C(C2=CC=C(C=C2C1)N(C)C)=O)=O (4-[4-(5-dimethylamino-1-oxo-1,3-dihydro-isoindol-2-yl)-phenyl]-butyric acid ethyl ester), [OH-].[Na+] (NaOH), Cl (hydrochloric acid). Run in C(C)O (ethanol). Reaction conditions: time 10 hour. Product: CN(C=1C=C2CN(C(C2=CC1)=O)C1=CC=C(C=C1)CCCC(=O)O)C (4-[4-(5-dimethylamino-1-oxo-1,3-dihydro-isoindol-2-yl)-phenyl]-butyric acid). RXN SMILES: C([O:3][C:4](=[O:27])[CH2:5][CH2:6][CH2:7][C:8]1[CH:13]=[CH:12][C:11]([N:14]2[CH2:22][C:21]3[C:16](=[CH:17][CH:18]=[C:19]([N:23]([CH3:25])[CH3:24])[CH:20]=3)[C:15]2=[O:26])=[CH:10][CH:9]=1)C.[OH-].[Na+].Cl>C(O)C>[CH3:25][N:23]([CH3:24])[C:19]1[CH:20]=[C:21]2[C:16](=[CH:17][CH:18]=1)[C:15](=[O:26])[N:14]([C:11]1[CH:12]=[CH:13][C:8]([CH2:7][CH2:6][CH2:5][C:4]([OH:27])=[O:3])=[CH:9][CH:10]=1)[CH2:22]2 |f:1.2|. Procedure details: A solution of 4-[4-(5-dimethylamino-1-oxo-1,3-dihydro-isoindol-2-yl)-phenyl]-butyric acid ethyl ester (0.13 g, 0.35 mmol) obtained in Example 33 in ethanol (15 ml) was added with 0.5 M NaOH aq. (3.3 ml), and the mixture was stirred at room temperature for 10 hours. The reaction solution was made acidic by adding 10% hydrochloric acid, and then extracted with chloroform. The chloroform layer was washed with saturated brine, dried over sodium sulfate, filtered, and concentrated under reduced press... The reactants are COC(CC=1C=C(C(=CC1)OS(=O)(=O)C(F)(F)F)C1=C(C=C(C=C1)C(F)(F)F)CN1C(O[C@@H]([C@@H]1C)C1=CC=CC=C1)=O)=O ([2′-((4S,5R)-4-methyl-2-oxo-5-phenyl-oxazolidin-3-ylmethyl)-6-trifluoromethanesulfonyloxy-4′-trifluoromethyl-biphenyl-3-yl]-acetic acid methyl ester), N1=CC(=CC=C1)B(O)O (3-pyridineboronic acid). Product: C[C@@H]1N(C(O[C@@H]1C1=CC=CC=C1)=O)CC1=C(C=CC(=C1)C(F)(F)F)C1=CC(=CC=C1C=1C=NC=CC1)CC(=O)O ([2′-((4S,5R)-4-Methyl-2-oxo-5-phenyl-oxazolidin-3-ylmethyl)-6-pyridin-3-yl-4′-trifluoromethyl-biphenyl-3-yl]-acetic acid). Reaction SMILES: C[O:2][C:3](=[O:43])[CH2:4][C:5]1[CH:6]=[C:7]([C:19]2[CH:24]=[CH:23][C:22]([C:25]([F:28])([F:27])[F:26])=[CH:21][C:20]=2[CH2:29][N:30]2[C@@H:34]([CH3:35])[C@@H:33]([C:36]3[CH:41]=[CH:40][CH:39]=[CH:38][CH:37]=3)[O:32][C:31]2=[O:42])[C:8](OS(C(F)(F)F)(=O)=O)=[CH:9][CH:10]=1.[N:44]1[CH:49]=[CH:48][CH:47]=[C:46](B(O)O)[CH:45]=1>>[CH3:35][C@H:34]1[C@@H:33]([C:36]2[CH:37]=[CH:38][CH:39]=[CH:40][CH:41]=2)[O:32][C:31](=[O:42])[N:30]1[CH2:29][C:20]1[CH:21]=[C:22]([C:25]([F:27])([F:26])[F:28])[CH:23]=[CH:24][C:19]=1[C:7]1[C:8]([C:46]2[CH:45]=[N:44][CH:49]=[CH:48][CH:47]=2)=[CH:9][CH:10]=[C:5]([CH2:4][C:3]([OH:2])=[O:43])[CH:6]=1. Reported procedure: Prepared according to the procedure described in Example 19, Step 3, using the following starting materials: [2′-((4S,5R)-4-methyl-2-oxo-5-phenyl-oxazolidin-3-ylmethyl)-6-trifluoromethanesulfonyloxy-4′-trifluoromethyl-biphenyl-3-yl]-acetic acid methyl ester and 3-pyridineboronic acid. M+H is 547.